This data is from the Open Reaction Database (ORD), a public repository of structured organic reaction records. The task is: describe an organic reaction: reactants, conditions, products, and yield Starting materials: [Br-], O=c1cc(NC2CCN(CC=Cc3ccccc3)CC2)c2cc(Br)ccc2o1, CCC(CC)C[Zn+], C1CCOC1, [Cu]I, N#N. The product is CCC(CC)Cc1ccc2oc(=O)cc(NC3CCN(CC=Cc4ccccc4)CC3)c2c1. Reaction SMILES: [Br-:31].[Br:3][c:4]1[cH:5][c:6]2[c:7]([NH:15][CH:16]3[CH2:17][CH2:18][N:19]([CH2:22][CH:23]=[CH:24][c:25]4[cH:26][cH:27][cH:28][cH:29][cH:30]4)[CH2:20][CH2:21]3)[cH:8][c:9](=[O:14])[o:10][c:11]2[cH:12][cH:13]1.[CH2:32]([CH3:33])[CH:34]([CH2:35][Zn+:36])[CH2:37][CH3:38].[CH2:39]1[O:40][CH2:41][CH2:42][CH2:43]1.[Cu:44][I:45].[N:1]#[N:2]>>[c:4]1([CH2:35][CH:34]([CH2:32][CH3:33])[CH2:37][CH3:38])[cH:5][c:6]2[c:7]([NH:15][CH:16]3[CH2:17][CH2:18][N:19]([CH2:22][CH:23]=[CH:24][c:25]4[cH:26][cH:27][cH:28][cH:29][cH:30]4)[CH2:20][CH2:21]3)[cH:8][c:9](=[O:14])[o:10][c:11]2[cH:12][cH:13]1. The reactants are O=C([O-])[O-], CC(=O)CC(C)C, COc1cccc(C2CCCNC2)c1, [K+], [K+], O=C(CCCCl)c1ccc(F)cc1. Yields the product COc1cccc(C2CCCN(CCCC(=O)c3ccc(F)cc3)C2)c1. As a reaction SMILES: [C:28](=[O:29])([O-:30])[O-:31].[CH2:34]([C:35]([CH3:36])=[O:37])[CH:38]([CH3:39])[CH3:40].[CH3:1][O:2][c:3]1[cH:4][c:5]([CH:9]2[CH2:10][NH:11][CH2:12][CH2:13][CH2:14]2)[cH:6][cH:7][cH:8]1.[K+:32].[K+:33].[O:15]=[C:16]([CH2:17][CH2:18][CH2:19][Cl:20])[c:21]1[cH:22][cH:23][c:24]([F:27])[cH:25][cH:26]1>>[CH3:1][O:2][c:3]1[cH:4][c:5]([CH:9]2[CH2:10][N:11]([CH2:19][CH2:18][CH2:17][C:16](=[O:15])[c:21]3[cH:22][cH:23][c:24]([F:27])[cH:25][cH:26]3)[CH2:12][CH2:13][CH2:14]2)[cH:6][cH:7][cH:8]1. The reactants are N#Cc1ccc2c(c1)c(Br)nn2C1CCCCO1, COc1ccc(B(O)O)cc1OC, COCCOC, ClCCl, [K+], [K+], [K+], O=P([O-])([O-])[O-]. The product is COc1ccc(-c2nn(C3CCCCO3)c3ccc(C#N)cc23)cc1OC. As a reaction SMILES: [Br:1][c:2]1[n:3][n:4]([CH:13]2[O:14][CH2:15][CH2:16][CH2:17][CH2:18]2)[c:5]2[cH:6][cH:7][c:8]([C:11]#[N:12])[cH:9][c:10]12.[CH3:19][O:20][c:21]1[cH:22][c:23]([B:29]([OH:30])[OH:31])[cH:24][cH:25][c:26]1[O:27][CH3:28].[CH3:43][O:44][CH2:45][CH2:46][O:47][CH3:48].[Cl:40][CH2:41][Cl:42].[K+:37].[K+:38].[K+:39].[P:32]([O-:33])([O-:34])([O-:35])=[O:36]>>[c:2]1(-[c:23]2[cH:22][c:21]([O:20][CH3:19])[c:26]([O:27][CH3:28])[cH:25][cH:24]2)[n:3][n:4]([CH:13]2[O:14][CH2:15][CH2:16][CH2:17][CH2:18]2)[c:5]2[cH:6][cH:7][c:8]([C:11]#[N:12])[cH:9][c:10]12. Starting materials: C1=CC(=CC(=C1)Cl)C(=O)OO (mCPBA), C(=O)(O)[O-].[Na+] (NaHCO3), O[C@@H]1C=C2CC[C@H]3[C@@H]4CCC([C@@]4(C)CC[C@@H]3[C@]2(CC1)C)=O (3β-hydroxyandrost-4-en-17-one), aqueous solution, [O-]S(=O)[O-].[Na+].[Na+] (Na2SO3). Solvent: C(Cl)Cl (CH2Cl2), C(Cl)Cl (CH2Cl2). Run at time 0.5 hour. Yields the product O[C@@H]1C[C@]23[C@H](C[C@H]4[C@@H]5CCC([C@@]5(C)CC[C@@H]4[C@]2(CC1)C)=O)O3 (3β-hydroxy-5α,6α-epoxyandrostane-17-one). Yield: 47115.7%. Reaction SMILES: [OH:1][C@H:2]1[CH2:19][CH2:18][C@@:17]2([CH3:20])[C:4]([CH2:5][CH2:6][C@@H:7]3[C@@H:16]2[CH2:15][CH2:14][C@@:12]2([CH3:13])[C@H:8]3[CH2:9][CH2:10][C:11]2=[O:21])=[CH:3]1.C1C=C(Cl)C=C(C(OO)=[O:30])C=1.[O-]S([O-])=O.[Na+].[Na+].C([O-])(O)=O.[Na+]>C(Cl)Cl>[OH:1][C@H:2]1[CH2:19][CH2:18][C@@:17]2([CH3:20])[C@:4]3([O:30][C@H:5]3[CH2:6][C@@H:7]3[C@@H:16]2[CH2:15][CH2:14][C@@:12]2([CH3:13])[C@H:8]3[CH2:9][CH2:10][C:11]2=[O:21])[CH2:3]1 |f:2.3.4,5.6|. Procedure: To a stirred solution of 3β-hydroxyandrost-4-en-17-one (0.81 g) in CH2Cl2 (7.4 mL) cooled at 0° C., a solution of mCPBA (0.77 mg) in CH2Cl2 (13.6 mL) was added dropwise. After 0.5 h at 0° C. and 0.5 h at room temperature, a 10% aqueous solution of Na2SO3 was added. The mixture was neutralized by addition of 5% NaHCO3 solution and extracted with CH2Cl2 (3×100 mL). The combined organic extracts were washed with H2O, dried over Na2SO4, and evaporated to dryness. The residue was purified by flash ch... Reactants: O=C([O-])[O-], Cc1cc2cccnc2[nH]1, COCCOC, O=C(OO)c1cccc(Cl)c1, [K+], [K+], O. The product is Cc1cc2ccc[n+]([O-])c2[nH]1. Reaction SMILES: [C:23](=[O:24])([O-:25])[O-:26].[CH3:1][c:2]1[nH:3][c:4]2[n:5][cH:6][cH:7][cH:8][c:9]2[cH:10]1.[CH3:29][O:30][CH2:31][CH2:32][O:33][CH3:34].[Cl:11][c:12]1[cH:13][c:14]([C:19](=[O:16])[O:20][OH:21])[cH:15][cH:17][cH:18]1.[K+:27].[K+:28].[OH2:22]>>[CH3:1][c:2]1[nH:3][c:4]2[n+:5]([O-:16])[cH:6][cH:7][cH:8][c:9]2[cH:10]1. Product: C(C#CC)OC1=CC=C(C=C1)C[C@@H](C(=O)OC)NC(=O)[C@H]([C@@](C(=O)O)(O)CC(N)=O)\C=C\CCCCCCC(CCCCCCC)=O ((E)-(2S,3S)-3-[(S)-2-(4-but-2-ynyloxy-phenyl)-1-methoxycarbonyl-ethylcarbarnoyl]-2-carbamoylmethyl-2-hydroxy-12-oxo-nonadec-4-enoic acid). RXN SMILES: [CH2:1]([O:5][C:6]1[CH:11]=[CH:10][C:9]([CH2:12][C@H:13]([NH:18][C:19]([C@H:21]([C@@:39]([OH:51])([CH2:47][C:48]([O-])=[O:49])[C:40]([O:42]C(C)(C)C)=[O:41])/[CH:22]=[CH:23]/[CH2:24][CH2:25][CH2:26][CH2:27][CH2:28][CH2:29][C:30](=[O:38])[CH2:31][CH2:32][CH2:33][CH2:34][CH2:35][CH2:36][CH3:37])=[O:20])[C:14]([O:16][CH3:17])=[O:15])=[CH:8][CH:7]=1)[C:2]#[C:3][CH3:4].[Cl-].[NH4+].CC[N:56]=C=NCCCN(C)C.C1C=CC2N(O)N=NC=2C=1.C(N(CC)C(C)C)(C)C>CN(C=O)C.O>[CH2:1]([O:5][C:6]1[CH:11]=[CH:10][C:9]([CH2:12][C@H:13]([NH:18][C:19]([C@@H:21](/[CH:22]=[CH:23]/[CH2:24][CH2:25][CH2:26][CH2:27][CH2:28][CH2:29][C:30](=[O:38])[CH2:31][CH2:32][CH2:33][CH2:34][CH2:35][CH2:36][CH3:37])[C@:39]([CH2:47][C:48](=[O:49])[NH2:56])([OH:51])[C:40]([OH:42])=[O:41])=[O:20])[C:14]([O:16][CH3:17])=[O:15])=[CH:8][CH:7]=1)[C:2]#[C:3][CH3:4] |f:1.2|. Reported procedure: No. 5317776, 1-tert-butyl (S)-2-{(E)-(S)-1-[(S)-2-(4-but-2-ynyloxy-phenyl)-1-methoxycarbonyl-ethylcarbamoyl]-10-oxo-heptadec-2-enyl}-2-hydroxy-succinate (40.6 mg, 56.9 nmol) was dissolved in DMF (1.0 mL), and ammonium chloride (9.13 mg, 170.6 nmol), WSC (16.4 mg, 85.3 nmol), HOBt (11.5 mg, 85.3 nmol), N,N-diisopropylethylamine (59.4 mL, 341.2 nmol) were added. The mixture was stirred at room temperature for 20 hours. To the reaction solution was added water. The mixture was extracted with ethyl ... Solvent: CN(C)C=O (DMF), O (water). Conditions: time 20 hour. The reactants are [Cl-].[NH4+] (ammonium chloride), CCN=C=NCCCN(C)C (WSC), C=1C=CC2=C(C1)N=NN2O (HOBt), C(C)(C)N(C(C)C)CC (N,N-diisopropylethylamine), C(C#CC)OC1=CC=C(C=C1)C[C@@H](C(=O)OC)NC(=O)[C@@H](\C=C\CCCCCCC(CCCCCCC)=O)[C@](C(=O)OC(C)(C)C)(CC(=O)[O-])O (1-tert-butyl (S)-2-{(E)-(S)-1-[(S)-2-(4-but-2-ynyloxy-phenyl)-1-methoxycarbonyl-ethylcarbamoyl]-10-oxo-heptadec-2-enyl}-2-hydroxy-succinate). Starting materials: COC=1C=CC2=C(NC(C3=C(N2)C=CC=C3)=S)C1 (8-methoxy-5,10-dihydro-dibenzo[b,e][1,4]diazepin-11-thione), NCC=1C=NC=CC1 (3-(aminomethyl)pyridine). Solvent: C(C)OCCO (2-ethoxyethanol). The product is COC=1C=CC2=C(N=C(C3=C(N2)C=CC=C3)NCC=3C=NC=CC3)C1 ((8-Methoxy-5H-dibenzo[b,e][1,4]diazepin-11-yl)-pyridin-3-ylmethyl-amine). Yield: 24.7%. Reaction SMILES: [CH3:1][O:2][C:3]1[CH:4]=[CH:5][C:6]2[NH:12][C:11]3[CH:13]=[CH:14][CH:15]=[CH:16][C:10]=3[C:9](=S)[NH:8][C:7]=2[CH:18]=1.[NH2:19][CH2:20][C:21]1[CH:22]=[N:23][CH:24]=[CH:25][CH:26]=1>C(OCCO)C>[CH3:1][O:2][C:3]1[CH:4]=[CH:5][C:6]2[NH:12][C:11]3[CH:13]=[CH:14][CH:15]=[CH:16][C:10]=3[C:9]([NH:19][CH2:20][C:21]3[CH:22]=[N:23][CH:24]=[CH:25][CH:26]=3)=[N:8][C:7]=2[CH:18]=1. Reported procedure: A solution of 0.25 g (0.98 mmol) of 8-methoxy-5,10-dihydro-dibenzo[b,e][1,4]diazepin-11-thione (Hunziker F., et al., Helv. Chim. Acta, 50:1588 (1967)) in 10 mL of 2-ethoxyethanol was treated with 0.22 mL (2.1 mmol) of 3-(aminomethyl)pyridine and heated at reflux overnight. The solvent was removed under reduced pressure and the residue taken up in EtOAc and washed three times with H2O, then saturated NaHCO3 solution and saturated NaCl solution. Drying over MgSO4 and removal of the solvent under r... The reactants are C(C)C=1NC2=CC=CC(=C2C1)OC (2-Ethyl-4-methoxy-1H-indole), CON(C(CC)=O)C (N-methoxy-N-methylpropanamide), C(C)(CC)[Li] (sec-butyl lithium), C(C)(C)(C)OC(=O)NC1=C(C(=CC=C1)OC)C (N-tert-butoxycarbonyl-3-methoxy-2-methylaniline). Solvent: C1CCOC1 (THF), C1CCCCC1 (cyclohexane), C1CCOC1 (THF). Run at temperature -60 celsius, time 5 minute. Yields the product C(C)(C)(C)OC(=O)NC1=C(C(=CC=C1)OC)CC(CC)=O (1-[2-(tert-butoxycarbonylamino)-6-methoxyphenyl]-2-butanone). RXN SMILES: C(C1NC2C(C=1)=[C:9]([O:12]C)[CH:8]=[CH:7]C=2)C.C([Li])(CC)C.[C:19]([O:23][C:24]([NH:26][C:27]1[CH:32]=[CH:31][CH:30]=[C:29]([O:33][CH3:34])[C:28]=1[CH3:35])=[O:25])([CH3:22])([CH3:21])[CH3:20].CON(C)C(=O)CC>C1CCCCC1.C1COCC1>[C:19]([O:23][C:24]([NH:26][C:27]1[CH:32]=[CH:31][CH:30]=[C:29]([O:33][CH3:34])[C:28]=1[CH2:35][C:9](=[O:12])[CH2:8][CH3:7])=[O:25])([CH3:22])([CH3:21])[CH3:20]. Reported procedure: 2-Ethyl-4-methoxy-1H-indole. A solution of 140 mL (0.18 mol) of 1.3M sec-butyl lithium in cyclohexane was added slowly to N-tert-butoxycarbonyl-3-methoxy-2-methylaniline (21.3 g, 0.09 mol) in 250 mL of THF keeping the temperature below -40° C. with a dry ice-ethanol bath. The bath was removed and the temperature allowed to rise to 0° C. and then the bath replaced. After the temperature had cooled to -60° C., 18.5 g (0.18 mol) of N-methoxy-N-methylpropanamide in an equal volume of THF was added d... The reactants are C(C)(C)(C)OC(=O)N1CCC(=CC1)C1=C(C=C(C=C1)Cl)NC(C1=CC(=CC=C1)Cl)=O (4-[4-chloro-2-(3-chloro-benzoylamino)-phenyl]-3,6-dihydro-2H-pyridine-1-carboxylic acid tert-butyl ester), FC(C(=O)O)(F)F (trifluoroacetic acid), [OH-].[Na+] (NaOH). Solvent: ClCCl (dichloromethane). Run at time 2 hour. Yields the product ClC=1C=C(C(=O)NC2=C(C=CC(=C2)Cl)C=2CCNCC2)C=CC1 (3-chloro-N-[5-chloro-2-(1,2,3,6-tetrahydro-pyridin-4-yl)-phenyl]-benzamide). Yield: 99.6%. RXN SMILES: C(OC([N:8]1[CH2:13][CH:12]=[C:11]([C:14]2[CH:19]=[CH:18][C:17]([Cl:20])=[CH:16][C:15]=2[NH:21][C:22](=[O:30])[C:23]2[CH:28]=[CH:27][CH:26]=[C:25]([Cl:29])[CH:24]=2)[CH2:10][CH2:9]1)=O)(C)(C)C.FC(F)(F)C(O)=O.[OH-].[Na+]>ClCCl>[Cl:29][C:25]1[CH:24]=[C:23]([CH:28]=[CH:27][CH:26]=1)[C:22]([NH:21][C:15]1[CH:16]=[C:17]([Cl:20])[CH:18]=[CH:19][C:14]=1[C:11]1[CH2:12][CH2:13][NH:8][CH2:9][CH:10]=1)=[O:30] |f:2.3|. Reported procedure: To the solution of 4-[4-chloro-2-(3-chloro-benzoylamino)-phenyl]-3,6-dihydro-2H-pyridine-1-carboxylic acid tert-butyl ester (0.504 g, 1.13 mmol) in dichloromethane (10 mL) is added trifluoroacetic acid (1 mL) in a dropwise fashion. The resulting reaction is allowed to stir at room temperature for 2 h. 2N NaOH aqueous solution is added to adjust the pH>12. The mixture is then extracted with dichloromethane 3×. The organic layers are combined, washed with brine 1×, dried (Na2SO4) and concentrated ... Starting materials: C(CCl)Cl (EDC), C(C)(C)(C)OC(=O)N[C@@H](CCSC)C(=O)O (tert-butoxycarbonyl-L-methionine), OC1CCN(CC1)C (4-hydroxy-1-methylpiperidine). Reagents/catalysts: CN(C)C=1C=CN=CC1 (DMAP). Run in ClCCl (dichloromethane). Yields the product C(C)(C)(C)OC(=O)NC(C(=O)OC1CCN(CC1)C)CCSC (1-methylpiperidin-4-yl 2-tert-butoxycarbonylamino-4-methylsulfanylbutyrate). Yield: 56.0%. RXN SMILES: [C:1]([O:5][C:6]([NH:8][C@H:9]([C:14]([OH:16])=[O:15])[CH2:10][CH2:11][S:12][CH3:13])=[O:7])([CH3:4])([CH3:3])[CH3:2].O[CH:18]1[CH2:23][CH2:22][N:21]([CH3:24])[CH2:20][CH2:19]1.C(Cl)CCl>CN(C1C=CN=CC=1)C.ClCCl>[C:1]([O:5][C:6]([NH:8][CH:9]([CH2:10][CH2:11][S:12][CH3:13])[C:14]([O:16][CH:18]1[CH2:23][CH2:22][N:21]([CH3:24])[CH2:20][CH2:19]1)=[O:15])=[O:7])([CH3:4])([CH3:2])[CH3:3]. Procedure: A solution of tert-butoxycarbonyl-L-methionine (5 g; 20 mmol), 4-hydroxy-1-methylpiperidine (3.3 g; 20 mmol); DMAP (2.44 g; 20 mmol) and EDC (4.6 g; 2.4 mmol) in dichloromethane (200 ml) was stirred at ambient temperature overnight. The mixture was extracted with dichloromethane. The organic phase was evaporated and purified by flash chromatography, eluting with dichloromethane/ethanol (97/3) to give 1-methylpiperidin-4-yl 2-tert-butoxycarbonylamino-4-methylsulfanylbutyrate. Yield 56%.